This data is from the Open Reaction Database (ORD), a public repository of structured organic reaction records. The task is: describe an organic reaction: reactants, conditions, products, and yield The product is CC(C)(C)S(=O)(=O)NC1CCC(C(=O)O)CC1. Starting materials: CO, COC(=O)C1CCC(NS(=O)(=O)C(C)(C)C)CC1, [Na+], [OH-]. As a reaction SMILES: [CH3:21][OH:22].[CH3:3][C:4]([CH3:5])([CH3:6])[S:7](=[O:8])(=[O:9])[NH:10][CH:11]1[CH2:12][CH2:13][CH:14]([C:17](=[O:18])[O:19][CH3:20])[CH2:15][CH2:16]1.[Na+:2].[OH-:1]>>[CH3:3][C:4]([CH3:5])([CH3:6])[S:7](=[O:8])(=[O:9])[NH:10][CH:11]1[CH2:12][CH2:13][CH:14]([C:17](=[O:18])[OH:19])[CH2:15][CH2:16]1. Starting materials: CCCc1c(OCCBr)ccc(C(C)=O)c1O, O=C([O-])[O-], CCOC(=O)c1ccc(O)cc1, CC(C)=O, [K+], [K+], CN(C)C=O. Product: CCCc1c(OCCOc2ccc(C(=O)OCC)cc2)ccc(C(C)=O)c1O. As a reaction SMILES: [Br:1][CH2:2][CH2:3][O:4][c:5]1[c:6]([CH2:15][CH2:16][CH3:17])[c:7]([OH:14])[c:8]([C:11]([CH3:12])=[O:13])[cH:9][cH:10]1.[C:30](=[O:31])([O-:32])[O-:33].[CH2:18]([CH3:19])[O:20][C:21]([c:22]1[cH:23][cH:24][c:25]([OH:28])[cH:26][cH:27]1)=[O:29].[CH3:36][C:37](=[O:38])[CH3:39].[K+:34].[K+:35].[O:40]=[CH:41][N:42]([CH3:43])[CH3:44]>>[CH2:2]([CH2:3][O:4][c:5]1[c:6]([CH2:15][CH2:16][CH3:17])[c:7]([OH:14])[c:8]([C:11]([CH3:12])=[O:13])[cH:9][cH:10]1)[O:28][c:25]1[cH:24][cH:23][c:22]([C:21]([O:20][CH2:18][CH3:19])=[O:29])[cH:27][cH:26]1.